Dataset: the Open Reaction Database (ORD), a public repository of structured organic reaction records. Task: describe an organic reaction: reactants, conditions, products, and yield The solvent is C(Cl)Cl (CH2Cl2). Procedure: A suspension of 4-((1R,2R)-2-(tert-butyldimethylsilyloxy)-1-(5-(4-nitrophenyl)-1,3,4-oxadiazol-2-yl)propylamino)-2-chloro-3-methylbenzonitrile (1.6 g, 3.03 mmol), 5 wt. % Pd on activated carbon (700 mg) in CH2Cl2 (50 mL) was pressurized with 30 psi of H2 and reacted on a Parr shaker for 5 h. The reaction was filtered through Celite® under N2 and rinsed with CH2Cl2 (3×40 mL). The filtrate was concentrated under reduced pressure to provide a colourless solid (1.40 g, 93%): 1H NMR (400 MHz, CDCl3, ... Product: NC1=CC=C(C=C1)C1=NN=C(O1)[C@@H]([C@@H](C)O[Si](C)(C)C(C)(C)C)NC1=C(C(=C(C#N)C=C1)Cl)C (4-((1R,2R)-1-(5-(4-Aminophenyl)-1,3,4-oxadiazol-2-yl)-2-(tert-butyldimethylsilyloxy)propylamino)-2-chloro-3-methylbenzonitrile). Isolated yield 92.8%. Reagents/catalysts: [Pd] (Pd on activated carbon). Reactants: [Si](C)(C)(C(C)(C)C)O[C@@H]([C@H](C=1OC(=NN1)C1=CC=C(C=C1)[N+](=O)[O-])NC1=C(C(=C(C#N)C=C1)Cl)C)C (4-((1R,2R)-2-(tert-butyldimethylsilyloxy)-1-(5-(4-nitrophenyl)-1,3,4-oxadiazol-2-yl)propylamino)-2-chloro-3-methylbenzonitrile). RXN SMILES: [Si:1]([O:8][C@H:9]([CH3:36])[C@@H:10]([NH:25][C:26]1[CH:33]=[CH:32][C:29]([C:30]#[N:31])=[C:28]([Cl:34])[C:27]=1[CH3:35])[C:11]1[O:12][C:13]([C:16]2[CH:21]=[CH:20][C:19]([N+:22]([O-])=O)=[CH:18][CH:17]=2)=[N:14][N:15]=1)([C:4]([CH3:7])([CH3:6])[CH3:5])([CH3:3])[CH3:2]>C(Cl)Cl.[Pd]>[NH2:22][C:19]1[CH:18]=[CH:17][C:16]([C:13]2[O:12][C:11]([C@H:10]([NH:25][C:26]3[CH:33]=[CH:32][C:29]([C:30]#[N:31])=[C:28]([Cl:34])[C:27]=3[CH3:35])[C@H:9]([O:8][Si:1]([C:4]([CH3:6])([CH3:7])[CH3:5])([CH3:3])[CH3:2])[CH3:36])=[N:15][N:14]=2)=[CH:21][CH:20]=1. Reactants: CCCc1ccc(-c2ccc3cc(O)ccc3c2)cc1, ClCCl, O=S(=O)([O-])c1ccc(OC(F)(F)F)c[n+]1F. Yields the product CCCc1ccc(-c2ccc3c(F)c(O)ccc3c2)cc1. Reaction SMILES: [CH2:1]([CH2:2][CH3:3])[c:4]1[cH:5][cH:6][c:7](-[c:10]2[cH:11][c:12]3[cH:13][cH:14][c:15]([OH:20])[cH:16][c:17]3[cH:18][cH:19]2)[cH:8][cH:9]1.[Cl:37][CH2:38][Cl:39].[F:21][n+:22]1[cH:23][c:24]([O:25][C:26]([F:27])([F:28])[F:29])[cH:30][cH:31][c:32]1[S:33]([O-:34])(=[O:35])=[O:36]>>[CH2:1]([CH2:2][CH3:3])[c:4]1[cH:5][cH:6][c:7](-[c:10]2[cH:11][c:12]3[cH:13][cH:14][c:15]([OH:20])[c:16]([F:21])[c:17]3[cH:18][cH:19]2)[cH:8][cH:9]1. The reactants are CC(C)(C)OC(=O)C(N)Cc1ccc(O)cc1, CCOC1=NS(=O)(=O)N=C1OCC, CCO. Yields the product CCOC1=NS(=O)(=O)N=C1NC(Cc1ccc(O)cc1)C(=O)OC(C)(C)C. RXN SMILES: [C:14]([CH3:15])([CH3:16])([CH3:17])[O:18][C:19]([CH:20]([NH2:21])[CH2:22][c:23]1[cH:24][cH:25][c:26]([OH:29])[cH:27][cH:28]1)=[O:30].[CH2:1]([O:2][C:4]1=[N:5][S:6](=[O:12])(=[O:13])[N:7]=[C:8]1[O:9][CH2:10][CH3:11])[CH3:3].[CH3:31][CH2:32][OH:33]>>[C:4]1([NH:21][CH:20]([C:19]([O:18][C:14]([CH3:15])([CH3:16])[CH3:17])=[O:30])[CH2:22][c:23]2[cH:24][cH:25][c:26]([OH:29])[cH:27][cH:28]2)=[N:5][S:6](=[O:12])(=[O:13])[N:7]=[C:8]1[O:9][CH2:10][CH3:11]. Reactants: Cc1ccccc1, CN1C(=O)N(c2nccn2C)CC1C(=O)OC(C)(C)C, ClCCl, O=C(O)C(F)(F)F. Yields the product CN1C(=O)N(c2nccn2C)CC1C(=O)O. As a reaction SMILES: [CH3:28][c:29]1[cH:30][cH:31][cH:32][cH:33][cH:34]1.[CH3:8][N:9]1[C:10](=[O:27])[N:11]([c:21]2[n:22]([CH3:26])[cH:23][cH:24][n:25]2)[CH2:12][CH:13]1[C:14](=[O:15])[O:16][C:17]([CH3:18])([CH3:19])[CH3:20].[Cl:35][CH2:36][Cl:37].[OH:1][C:2]([C:3]([F:4])([F:5])[F:6])=[O:7]>>[CH3:8][N:9]1[C:10](=[O:27])[N:11]([c:21]2[n:22]([CH3:26])[cH:23][cH:24][n:25]2)[CH2:12][CH:13]1[C:14](=[O:15])[OH:16]. The reactants are C(C=O)(=O)O (glyoxylic acid), Cl.ClC1=C(C=CC(=C1)Cl)NN (2,4-dichlorophenylhydrazine hydrochloride). The solvent is Cl (hydrochloric acid), O (water), O (water). Yields the product ClC1=C(C=CC(=C1)Cl)NN=C(C=O)O (2-oxoacetic acid 2,4-dichlorophenylhydrazone). The yield is 69.0%. Reaction SMILES: [C:1]([OH:5])(=O)[CH:2]=[O:3].Cl.[Cl:7][C:8]1[CH:13]=[C:12]([Cl:14])[CH:11]=[CH:10][C:9]=1[NH:15][NH2:16]>Cl.O>[Cl:7][C:8]1[CH:13]=[C:12]([Cl:14])[CH:11]=[CH:10][C:9]=1[NH:15][N:16]=[C:1]([OH:5])[CH:2]=[O:3] |f:1.2|. Reported procedure: In a manner similar to that disclosed by HO House, et al (Organic Synthesis, Vol V, 258-263) the reaction of 3.4 g (0.046 mole) of glyoxylic acid in 40 mL of 2.5 N hydrochloric acid and 60 mL of water with a solution of 9.8 g (0.046 mole) of 2,4-dichlorophenylhydrazine hydrochloride in 30 mL of water produced 7.4 g of 2-oxoacetic acid 2,4-dichlorophenylhydrazone as a solid (m.p. 160° C., dec.). Reactants: [Br-], O=Cc1c(Cl)cncc1Br, C1CCOC1, C[Mg+], [Cl-], [NH4+]. Product: CC(O)c1c(Cl)cncc1Br. As a reaction SMILES: [Br-:11].[Br:1][c:2]1[cH:3][n:4][cH:5][c:6]([Cl:10])[c:7]1[CH:8]=[O:9].[CH2:16]1[O:17][CH2:18][CH2:19][CH2:20]1.[CH3:12][Mg+:13].[Cl-:14].[NH4+:15]>>[Br:1][c:2]1[cH:3][n:4][cH:5][c:6]([Cl:10])[c:7]1[CH:8]([OH:9])[CH3:12]. The reactants are CN(C)CC=1OC(=CC1)CSCCN (2-(2-Dimethylaminomethyl-5-furylmethylthio)ethylamine), [N+](=O)([O-])NC1=NC=C(C(N1)=O)CC1=CC(N(C=C1)CCCC)=O (2-nitroamino-5-(1-n-butyl-2-oxopyridin-4-ylmethyl)pyrimidin-4-one). Run in N1=CC=CC=C1 (pyridine). Yields the product CN(C)CC=1OC(=CC1)CSCCNC1=NC=C(C(N1)=O)CC1=CC(N(C=C1)CCCC)=O (2-[2-(2-Dimethylaminomethyl-5-furylmethylthio)ethylamino]-5-(1-n-butyl-2-oxopyridin-4-ylmethyl)pyrimidin-4-one). Reaction SMILES: [CH3:1][N:2]([CH2:4][C:5]1[O:6][C:7]([CH2:10][S:11][CH2:12][CH2:13][NH2:14])=[CH:8][CH:9]=1)[CH3:3].[N+](N[C:19]1[NH:24][C:23](=[O:25])[C:22]([CH2:26][C:27]2[CH:32]=[CH:31][N:30]([CH2:33][CH2:34][CH2:35][CH3:36])[C:29](=[O:37])[CH:28]=2)=[CH:21][N:20]=1)([O-])=O>N1C=CC=CC=1>[CH3:3][N:2]([CH2:4][C:5]1[O:6][C:7]([CH2:10][S:11][CH2:12][CH2:13][NH:14][C:19]2[NH:24][C:23](=[O:25])[C:22]([CH2:26][C:27]3[CH:32]=[CH:31][N:30]([CH2:33][CH2:34][CH2:35][CH3:36])[C:29](=[O:37])[CH:28]=3)=[CH:21][N:20]=2)=[CH:8][CH:9]=1)[CH3:1]. Procedure: 2-(2-Dimethylaminomethyl-5-furylmethylthio)ethylamine (1.44 g) and 2-nitroamino-5-(1-n-butyl-2-oxopyridin-4-ylmethyl)pyrimidin-4-one (1.76 g) were refluxed in pyridine (10 ml) for 24 hours. The reaction mixture was evaporated under reduced pressure to afford an oil which was washed with hot water. The mixture was allowed to cool overnight and the water was decanted to give the title compound as a residue. Ethanolic HCl (3 ml) and isopropanol were added with warming to give a solution which was e... Reported procedure: tert-Butyl 4-(4-amino-3-fluorobenzoyl)piperazine-1-carboxylate (0.649 mmol, 210 mg) was stirred with dichloromethane (˜2 mL) and trifluoroacetic acid (˜0.5 mL) overnight. The mixture was purified by SCX chromatography to give the intermediate (4-amino-3-fluorophenyl)(piperazin-1-yl)methanone. 2-(4-(Bromomethyl)phenyl)-1,1,1,3,3,3-hexafluoropropan-2-ol (0.649 mmol, 219 mg), potassium carbonate (0.649 mmol, 90 mg) and acetonitrile (5 mL) were added to the intermediate (4-amino-3-fluorophenyl)(pipe... Reactants: NC1=C(C=C(C(=O)N2CCN(CC2)C(=O)OC(C)(C)C)C=C1)F (tert-Butyl 4-(4-amino-3-fluorobenzoyl)piperazine-1-carboxylate), FC(C(=O)O)(F)F (trifluoroacetic acid). The product is NC1=C(C=C(C=C1)C(=O)N1CCNCC1)F ((4-amino-3-fluorophenyl)(piperazin-1-yl)methanone). Run in ClCCl (dichloromethane). RXN SMILES: [NH2:1][C:2]1[CH:22]=[CH:21][C:5]([C:6]([N:8]2[CH2:13][CH2:12][N:11](C(OC(C)(C)C)=O)[CH2:10][CH2:9]2)=[O:7])=[CH:4][C:3]=1[F:23].FC(F)(F)C(O)=O>ClCCl>[NH2:1][C:2]1[CH:22]=[CH:21][C:5]([C:6]([N:8]2[CH2:9][CH2:10][NH:11][CH2:12][CH2:13]2)=[O:7])=[CH:4][C:3]=1[F:23]. Yields the product Cl.C(CCC)C1=CC(=NC=C1)CCl (4-n-butyl-2-chloromethylpyridine hydrochloride), NC(=S)N (thiourea), Cl.Cl.C(CCC)C1=CC(=NC=C1)CSC(N)=N (2-(4-n-butylpyrid-2-ylmethyl)isothiourea dihydrochloride). Reported procedure: 2-(4-n-Butylpyrid-2-ylmethyl)isothiourea dihydrochloride can be prepared in accordance with the method described in Example 1 for the preparation of 2-(pyrid-2-ylmethyl)isothiourea dihydrochloride. Using 4-n-butyl-2-chloromethylpyridine hydrochloride (26.9 g) and thiourea (11.3 g) as the starting materials, 2-(4-n-butylpyrid-2-ylmethyl)isothiourea dihydrochloride (26.4 g), melting at 209° C., is obtained. The reactants are Cl.Cl.N1=C(C=CC=C1)CSC(N)=N (2-(pyrid-2-ylmethyl)isothiourea dihydrochloride), Cl.Cl.C(CCC)C1=CC(=NC=C1)CSC(N)=N (2-(4-n-Butylpyrid-2-ylmethyl)isothiourea dihydrochloride). Reaction SMILES: [ClH:1].Cl.[CH2:3]([C:7]1[CH:12]=[CH:11][N:10]=[C:9]([CH2:13][S:14][C:15](=[NH:17])[NH2:16])[CH:8]=1)[CH2:4][CH2:5][CH3:6].Cl.Cl.N1C=CC=CC=1CSC(=N)N>>[ClH:1].[CH2:3]([C:7]1[CH:12]=[CH:11][N:10]=[C:9]([CH2:13][Cl:1])[CH:8]=1)[CH2:4][CH2:5][CH3:6].[NH2:16][C:15]([NH2:17])=[S:14].[ClH:1].[ClH:1].[CH2:3]([C:7]1[CH:12]=[CH:11][N:10]=[C:9]([CH2:13][S:14][C:15](=[NH:16])[NH2:17])[CH:8]=1)[CH2:4][CH2:5][CH3:6] |f:0.1.2,3.4.5,6.7,9.10.11|. Starting materials: C#CCO, Cc1cccc(I)c1, CCN(C(C)C)C(C)C, ClC(Cl)Cl, [Cu]I, C1CCOC1, O=C(C=Cc1ccccc1)C=Cc1ccccc1, O=C(C=Cc1ccccc1)C=Cc1ccccc1, O=C(C=Cc1ccccc1)C=Cc1ccccc1, O, [Pd], [Pd], c1ccc(P(c2ccccc2)c2ccccc2)cc1. The product is Cc1cccc(C#CCO)c1. RXN SMILES: [CH2:28]([C:29]#[CH:30])[OH:31].[CH3:1][c:2]1[cH:3][c:4]([I:8])[cH:5][cH:6][cH:7]1.[CH:32]([N:33]([CH:34]([CH3:35])[CH3:36])[CH2:37][CH3:38])([CH3:39])[CH3:40].[CH:99]([Cl:100])([Cl:101])[Cl:102].[Cu:41][I:42].[O:104]1[CH2:105][CH2:106][CH2:107][CH2:108]1.[O:45]=[C:46]([CH:47]=[CH:48][c:49]1[cH:50][cH:51][cH:52][cH:53][cH:54]1)[CH:55]=[CH:56][c:57]1[cH:58][cH:59][cH:60][cH:61][cH:62]1.[O:63]=[C:64]([CH:65]=[CH:66][c:67]1[cH:68][cH:69][cH:70][cH:71][cH:72]1)[CH:73]=[CH:74][c:75]1[cH:76][cH:77][cH:78][cH:79][cH:80]1.[O:81]=[C:82]([CH:83]=[CH:84][c:85]1[cH:86][cH:87][cH:88][cH:89][cH:90]1)[CH:91]=[CH:92][c:93]1[cH:94][cH:95][cH:96][cH:97][cH:98]1.[OH2:103].[Pd:43].[Pd:44].[c:9]1([P:10]([c:11]2[cH:12][cH:13][cH:14][cH:15][cH:16]2)[c:17]2[cH:18][cH:19][cH:20][cH:21][cH:22]2)[cH:23][cH:24][cH:25][cH:26][cH:27]1>>[CH3:1][c:2]1[cH:3][c:4]([C:30]#[C:29][CH2:28][OH:31])[cH:5][cH:6][cH:7]1.